From a dataset of the Open Reaction Database (ORD), a public repository of structured organic reaction records. describe an organic reaction: reactants, conditions, products, and yield Reactants: ClC=1N=CC2=C(N3CCC[C@@H]3CC(N2C)=O)N1 ((R)-9-chloro-6-methyl-2,3,3a,4-tetrahydro-1H,6H-6,8,10,10b-tetraaza-benzo[e]azulen-5-one), NC1=C(C=C(C(=O)O)C=C1)OC (4-amino-3-methoxy-benzoic acid). Run in C(C)O.O.Cl (ethanol water hydrochloric acid). Product: COC=1C=C(C(=O)O)C=CC1NC=1N=CC2=C(N3CCC[C@@H]3CC(N2C)=O)N1 (3-methoxy-4-((R)-6-methyl-5-oxo-2,3,3a,4,5,6-hexahydro-1H-6,8,10,10b-tetraaza-benzo[e]azulen-9-ylamino)-benzoic acid). As a reaction SMILES: Cl[C:2]1[N:3]=[CH:4][C:5]2[N:14]([CH3:15])[C:13](=[O:16])[CH2:12][C@@H:11]3[N:7]([CH2:8][CH2:9][CH2:10]3)[C:6]=2[N:17]=1.[NH2:18][C:19]1[CH:27]=[CH:26][C:22]([C:23]([OH:25])=[O:24])=[CH:21][C:20]=1[O:28][CH3:29]>C(O)C.O.Cl>[CH3:29][O:28][C:20]1[CH:21]=[C:22]([CH:26]=[CH:27][C:19]=1[NH:18][C:2]1[N:3]=[CH:4][C:5]2[N:14]([CH3:15])[C:13](=[O:16])[CH2:12][C@@H:11]3[N:7]([CH2:8][CH2:9][CH2:10]3)[C:6]=2[N:17]=1)[C:23]([OH:25])=[O:24] |f:2.3.4|. Reported procedure: A mixture of 0.15 g (0.0006 mole) of (R)-9-chloro-6-methyl-2,3,3a,4-tetrahydro-1H,6H-6,8,10,10b-tetraaza-benzo[e]azulen-5-one (VII-102) and 0.11 g (0.00066 mole) of 4-amino-3-methoxy-benzoic acid (Aldrich) in 15 mL of ethanol-water-hydrochloric acid (20:80:1) was heated by microwave at 160 degrees for 40 minutes, and then concentrated under reduced pressure. The residue was lyophilized to give crude 3-methoxy-4-((R)-6-methyl-5-oxo-2,3,3a,4,5,6-hexahydro-1H-6,8,10,10b-tetraaza-benzo[e]azulen-9-yl... Reactants: C(C1=CC=CC=C1)O[C@@H]1[C@@]2(CO[C@]([C@@H]([C@H]1OCC1=CC=CC=C1)OCC1=CC=CC=C1)(O2)C2=CC(=C(C=C2)Cl)CC2=CC=C(C=C2)OCC)CO ({(1S,2S,3S,4R,5S)-2,3,4-Tris-benzyloxy-5-[4-chloro-3-(4-ethoxy-benzyl)-phenyl]-6,8-dioxa-bicyclo[3.2.1]oct-1-yl}-methanol), C(C)N(CC)S(F)(F)F (diethylaminosulfur trifluoride). The solvent is ClCCl (dichloromethane), ClCCl (dichloromethane). Conditions: time 16 hour. Yields the product C(C1=CC=CC=C1)O[C@@H]1[C@@]2(CO[C@]([C@@H]([C@H]1OCC1=CC=CC=C1)OCC1=CC=CC=C1)(O2)C2=CC(=C(C=C2)Cl)CC2=CC=C(C=C2)OCC)CF ((1S,2S,3S,4R,5S)-2,3,4-tris-benzyloxy-5-[4-chloro-3-(4-ethoxy-benzyl)-phenyl]-1-fluoromethyl-6,8-dioxa-bicyclo[3.2.1]octane). The yield is 6.5%. RXN SMILES: [CH2:1]([O:8][C@H:9]1[C@H:15]([O:16][CH2:17][C:18]2[CH:23]=[CH:22][CH:21]=[CH:20][CH:19]=2)[C@@H:14]([O:24][CH2:25][C:26]2[CH:31]=[CH:30][CH:29]=[CH:28][CH:27]=2)[C@:13]2([C:33]3[CH:38]=[CH:37][C:36]([Cl:39])=[C:35]([CH2:40][C:41]4[CH:46]=[CH:45][C:44]([O:47][CH2:48][CH3:49])=[CH:43][CH:42]=4)[CH:34]=3)[O:32][C@@:10]1([CH2:50]O)[CH2:11][O:12]2)[C:2]1[CH:7]=[CH:6][CH:5]=[CH:4][CH:3]=1.C(N(S(F)(F)[F:58])CC)C>ClCCl>[CH2:1]([O:8][C@H:9]1[C@H:15]([O:16][CH2:17][C:18]2[CH:23]=[CH:22][CH:21]=[CH:20][CH:19]=2)[C@@H:14]([O:24][CH2:25][C:26]2[CH:31]=[CH:30][CH:29]=[CH:28][CH:27]=2)[C@:13]2([C:33]3[CH:38]=[CH:37][C:36]([Cl:39])=[C:35]([CH2:40][C:41]4[CH:46]=[CH:45][C:44]([O:47][CH2:48][CH3:49])=[CH:43][CH:42]=4)[CH:34]=3)[O:32][C@@:10]1([CH2:50][F:58])[CH2:11][O:12]2)[C:2]1[CH:7]=[CH:6][CH:5]=[CH:4][CH:3]=1. Procedure details: To a solution of {(1S,2S,3S,4R,5S)-2,3,4-Tris-benzyloxy-5-[4-chloro-3-(4-ethoxy-benzyl)-phenyl]-6,8-dioxa-bicyclo[3.2.1]oct-1-yl}-methanol (616 mg, 0.871 mmol) in dichloromethane (3 mL) at 0 degrees Celsius was added diethylaminosulfur trifluoride (170 microL, 1.3 mmol) and the resulting mixture was slowly warmed to room temperature and stirred at this temperature for 16 hours. The mixture was diluted with dichloromethane and washed with a saturated solution of aqueous sodium bicarbonate, dried ... Starting materials: CN1CCOCC1, CN(C)C=O, CCOC(C)=O, O=C(CC(=O)Nc1ccc(Oc2ncnn3cccc23)c(F)c1)Nc1ccccc1, Nc1ccc(F)cc1. Yields the product O=C(CC(=O)Nc1ccc(Oc2ncnn3cccc23)c(F)c1)Nc1ccc(F)cc1. As a reaction SMILES: [CH3:31][N:32]1[CH2:33][CH2:34][O:35][CH2:36][CH2:37]1.[CH3:46][N:47]([CH3:48])[CH:49]=[O:50].[CH3:51][CH2:52][O:53][C:54]([CH3:55])=[O:56].[F:1][c:2]1[cH:3][c:4]([NH:18][C:19]([CH2:20][C:21](=[O:22])[NH:23][c:24]2[cH:25][cH:26][cH:27][cH:28][cH:29]2)=[O:30])[cH:5][cH:6][c:7]1[O:8][c:9]1[n:10][cH:11][n:12][n:13]2[c:14]1[cH:15][cH:16][cH:17]2.[NH2:38][c:39]1[cH:40][cH:41][c:42]([F:43])[cH:44][cH:45]1>>[F:1][c:2]1[cH:3][c:4]([NH:18][C:19]([CH2:20][C:21](=[O:22])[NH:23][c:24]2[cH:25][cH:26][c:27]([F:43])[cH:28][cH:29]2)=[O:30])[cH:5][cH:6][c:7]1[O:8][c:9]1[n:10][cH:11][n:12][n:13]2[c:14]1[cH:15][cH:16][cH:17]2.